Dataset: the Open Reaction Database (ORD), a public repository of structured organic reaction records. Task: describe an organic reaction: reactants, conditions, products, and yield Reactants: ClC=1C(=CC(N(C1)C(C(=O)OC(C)(C)C)CCOC)=O)C1=C(C=CC(=C1)Cl)C#N (tert-butyl 2-[5-chloro-4-(5-chloro-2-cyanophenyl)-2-oxopyridin-1(2H)-yl]-4-methoxybutanoate), C(=O)(C(F)(F)F)O (TFA). Yields the product ClC=1C(=CC(N(C1)C(C(=O)O)CCOC)=O)C1=C(C=CC(=C1)Cl)C#N (2-[5-Chloro-4-(5-chloro-2-cyanophenyl)-2-oxopyridin-1(2H)-yl]-4-methoxybutanoic acid). As a reaction SMILES: [Cl:1][C:2]1[C:3]([C:21]2[CH:26]=[C:25]([Cl:27])[CH:24]=[CH:23][C:22]=2[C:28]#[N:29])=[CH:4][C:5](=[O:20])[N:6]([CH:8]([CH2:16][CH2:17][O:18][CH3:19])[C:9]([O:11]C(C)(C)C)=[O:10])[CH:7]=1.C(O)(C(F)(F)F)=O>>[Cl:1][C:2]1[C:3]([C:21]2[CH:26]=[C:25]([Cl:27])[CH:24]=[CH:23][C:22]=2[C:28]#[N:29])=[CH:4][C:5](=[O:20])[N:6]([CH:8]([CH2:16][CH2:17][O:18][CH3:19])[C:9]([OH:11])=[O:10])[CH:7]=1. Procedure details: 455 mg (purity 80%, 0.83 mmol) of tert-butyl 2-[5-chloro-4-(5-chloro-2-cyanophenyl)-2-oxopyridin-1(2H)-yl]-4-methoxybutanoate (racemate) were hydrolysed with TFA according to General Method 6A. Yield: 417 mg (purity 76%, quant.) Starting materials: N1=CC=C(C=C1)C1CCC(CC1)=O (4-(4-pyridyl)cyclohexanone), C(CCC)[Li] (n-butyl lithium), C(C)(=O)C=1NC=CN1 (acetylimidazole). The solvent is O1CCCC1 (tetrahydrofuran), O1CCCC1 (tetrahydrofuran), C(C)(C)NC(C)C (diisopropylamine), CCCCCC (hexane), O1CCCC1 (tetrahydrofuran). The product is C(C)(=O)C1C(CCC(C1)C1=CC=NC=C1)=O (2-acetyl-4-(4-pyridyl)cyclohexanone). The yield is 66.5%. As a reaction SMILES: C([Li])CCC.[N:6]1[CH:11]=[CH:10][C:9]([CH:12]2[CH2:17][CH2:16][C:15](=[O:18])[CH2:14][CH2:13]2)=[CH:8][CH:7]=1.[C:19](C1NC=CN=1)(=[O:21])[CH3:20]>O1CCCC1.C(NC(C)C)(C)C.CCCCCC>[C:19]([CH:14]1[CH2:13][CH:12]([C:9]2[CH:10]=[CH:11][N:6]=[CH:7][CH:8]=2)[CH2:17][CH2:16][C:15]1=[O:18])(=[O:21])[CH3:20]. Procedure details: In 40 ml of tetrahydrofuran was dissolved 3.2 ml of diisopropylamine and, 14.2 ml of 1.6 mol n-butyl lithium solution in hexane was added to the solution at -20° C. Next, a solution of 2 g of 4-(4-pyridyl)cyclohexanone obtained in Example 1 in 40 ml of tetrahydrofuran was added to the mixture at -40° C. The reaction solution was cooled to -78° C., to which a solution of 2.5 g of acetylimidazole in 40 ml of tetrahydrofuran was added. After stirring at room temperature, the reaction solution was p... Reactants: Nc1ccc(OCc2ccccc2)cc1, CN(C)c1ccccc1, CCN(C(C)C)C(C)C, ClC(Cl)Cl, O=C(O)c1cccc([N+](=O)[O-])c1Cl, [Na+], [OH-]. Product: O=C(O)c1cccc([N+](=O)[O-])c1Nc1ccc(OCc2ccccc2)cc1. As a reaction SMILES: [CH2:1]([c:2]1[cH:3][cH:4][cH:5][cH:6][cH:7]1)[O:8][c:9]1[cH:10][cH:11][c:12]([NH2:13])[cH:14][cH:15]1.[CH3:29][N:30]([c:31]1[cH:32][cH:33][cH:34][cH:35][cH:36]1)[CH3:37].[CH:38]([N:39]([CH2:40][CH3:41])[CH:42]([CH3:43])[CH3:44])([CH3:45])[CH3:46].[CH:49]([Cl:50])([Cl:51])[Cl:52].[Cl:16][c:17]1[c:18]([C:19](=[O:20])[OH:21])[cH:22][cH:23][cH:24][c:25]1[N+:26](=[O:27])[O-:28].[Na+:48].[OH-:47]>>[CH2:1]([c:2]1[cH:3][cH:4][cH:5][cH:6][cH:7]1)[O:8][c:9]1[cH:10][cH:11][c:12]([NH:13][c:17]2[c:18]([C:19](=[O:20])[OH:21])[cH:22][cH:23][cH:24][c:25]2[N+:26](=[O:27])[O-:28])[cH:14][cH:15]1. Reactants: [K] (potassium), N#N (N2), ClC=1C=C(C=CC1)C1=CC(N(C2=CC=C(C=C12)C(C1=NN=CN1C)C1=CC=C(C=C1)Cl)C)=O (4-(3-chlorophenyl)-6-[(4-chlorophenyl)(4-methyl-4H-1,2,4-triazol-3-yl)methyl]-1-methyl-2(1H)-quinolinone), C(Cl)Cl (DCM). Run in CC(C)O (2-propanol), COCCOC (DME), O (water). Run at time 1 hour. Product: ClCC(C1=NN=CN1C)(C1=CC=C(C=C1)Cl)C=1C=C2C(=CC(N(C2=CC1)C)=O)C1=CC(=CC=C1)Cl (6-[2-chloro-1-(4-chlorophenyl)-1-(4-methyl-4H-1,2,4-triazol-3-yl)ethyl]-4-(3-chlorophenyl)-1-methyl-2(1H)-quinolinone). Yield: 51.0%. Reaction SMILES: N#N.[Cl:3][C:4]1[CH:5]=[C:6]([C:10]2[C:19]3[C:14](=[CH:15][CH:16]=[C:17]([CH:20]([C:27]4[CH:32]=[CH:31][C:30]([Cl:33])=[CH:29][CH:28]=4)[C:21]4[N:25]([CH3:26])[CH:24]=[N:23][N:22]=4)[CH:18]=3)[N:13]([CH3:34])[C:12](=[O:35])[CH:11]=2)[CH:7]=[CH:8][CH:9]=1.[CH2:36](Cl)[Cl:37].[K]>COCCOC.O.CC(O)C>[Cl:37][CH2:36][C:20]([C:17]1[CH:18]=[C:19]2[C:14](=[CH:15][CH:16]=1)[N:13]([CH3:34])[C:12](=[O:35])[CH:11]=[C:10]2[C:6]1[CH:7]=[CH:8][CH:9]=[C:4]([Cl:3])[CH:5]=1)([C:27]1[CH:28]=[CH:29][C:30]([Cl:33])=[CH:31][CH:32]=1)[C:21]1[N:25]([CH3:26])[CH:24]=[N:23][N:22]=1 |^1:38|. Procedure details: N2 was bubbled at room temperature to a solution of 4-(3-chlorophenyl)-6-[(4-chlorophenyl)(4-methyl-4H-1,2,4-triazol-3-yl)methyl]-1-methyl-2(1H)-quinolinone (0.00105 mol), obtained in Example B7, in DME (8.5 ml) for 30 minutes. DCM (2 ml) was added. Then 2-methyl, 2-propanol, potassium salt (0.0021 mol) was added portionwise. The mixture was stirred for 1 hour, poured out into water and extracted with DCM. The organic layer was separated, dried (MgSO4), filtered, and the solvent was evaporated t... The reactants are ClC1=CC=C(C=C1)S(=O)(=O)C(C1=CC=C(C=N1)CCC(=O)OC)C1=C(C=CC(=C1)F)F (methyl 3-[6-[(4-chlorophenylsulfonyl)-(2,5-difluorophenyl)methyl]pyridin-3-yl]propionate), [OH-].[Li+] (lithium hydroxide), S([O-])(O)(=O)=O.[Na+] (sodium bisulfate). Reaction SMILES: [Cl:1][C:2]1[CH:7]=[CH:6][C:5]([S:8]([CH:11]([C:24]2[CH:29]=[C:28]([F:30])[CH:27]=[CH:26][C:25]=2[F:31])[C:12]2[N:17]=[CH:16][C:15]([CH2:18][CH2:19][C:20]([O:22]C)=[O:21])=[CH:14][CH:13]=2)(=[O:10])=[O:9])=[CH:4][CH:3]=1.[OH-].[Li+].S(=O)(=O)(O)[O-].[Na+]>O1CCCC1>[Cl:1][C:2]1[CH:7]=[CH:6][C:5]([S:8]([CH:11]([C:24]2[CH:29]=[C:28]([F:30])[CH:27]=[CH:26][C:25]=2[F:31])[C:12]2[N:17]=[CH:16][C:15]([CH2:18][CH2:19][C:20]([OH:22])=[O:21])=[CH:14][CH:13]=2)(=[O:10])=[O:9])=[CH:4][CH:3]=1 |f:1.2,3.4|. Conditions: time 2 hour. Yields the product ClC1=CC=C(C=C1)S(=O)(=O)C(C1=CC=C(C=N1)CCC(=O)O)C1=C(C=CC(=C1)F)F (3-[6-[(4-Chlorophenylsulfonyl)-(2,5-difluorophenyl)methyl]pyridin-3-yl]propionic Acid). Yield: 74.1%. Reported procedure: In tetrahydrofuran (5 ml) was dissolved methyl 3-[6-[(4-chlorophenylsulfonyl)-(2,5-difluorophenyl)methyl]pyridin-3-yl]propionate (92 mg, 0.20 mmol). An aqueous solution (3 ml) of lithium hydroxide (23 mg, 0.5 mmol) was added and the mixture was stirred for 2 hours. After the addition of 10% sodium bisulfate, the mixture was extracted with ethyl acetate. The extract was washed with water and brine, dried over anhydrous magnesium sulfate and then concentrated under reduced pressure. The residue th... Solvent: O1CCCC1 (tetrahydrofuran). Reactants: Cl (HCl), CCOC(=O)C (EtOAc), C(C=C)[C@@]1(C(N([C@@H]([C@H](C1)C1=CC(=CC=C1)Cl)C1=CC=C(C=C1)Cl)C(CC)CC)=O)C ((3S,5R,6S)-3-allyl-5-(3-chlorophenyl)-6-(4-chlorophenyl)-3-methyl-1-(pentan-3-yl)piperidin-2-one), C(Cl)(Cl)(Cl)Cl (carbon tetrachloride), I(=O)(=O)(=O)[O-].[Na+] (sodium periodate). The reagents and catalysts are O.[Ru](Cl)(Cl)Cl (ruthenium(III) chloride hydrate). Solvent: C(C)#N (acetonitrile), O (water). Reaction conditions: time 21 hour. Yields the product ClC=1C=C(C=CC1)[C@H]1C[C@](C(N([C@@H]1C1=CC=C(C=C1)Cl)C(CC)CC)=O)(C)CC(=O)O (2-((3R,5R,6S)-5-(3-chlorophenyl)-6-(4-chlorophenyl)-3-methyl-2-oxo-1-(pentan-3-yl)piperidin-3-yl)acetic acid). As a reaction SMILES: [CH2:1]([C@@:4]1(C)[CH2:9][C@H:8]([C:10]2[CH:15]=[CH:14][CH:13]=[C:12]([Cl:16])[CH:11]=2)[C@@H:7]([C:17]2[CH:22]=[CH:21][C:20]([Cl:23])=[CH:19][CH:18]=2)[N:6]([CH:24]([CH2:27][CH3:28])[CH2:25][CH3:26])[C:5]1=[O:29])C=C.C(Cl)(Cl)(Cl)Cl.I([O-])(=O)(=O)=O.[Na+].Cl.CC[O:45][C:46]([CH3:48])=[O:47]>C(#N)C.O.[Ru](Cl)(Cl)Cl.O>[Cl:16][C:12]1[CH:11]=[C:10]([C@@H:8]2[C@@H:7]([C:17]3[CH:18]=[CH:19][C:20]([Cl:23])=[CH:21][CH:22]=3)[N:6]([CH:24]([CH2:27][CH3:28])[CH2:25][CH3:26])[C:5](=[O:29])[C@:4]([CH2:48][C:46]([OH:45])=[O:47])([CH3:1])[CH2:9]2)[CH:15]=[CH:14][CH:13]=1 |f:2.3,7.8|. Procedure details: To a solution of 725 mg (1.63 mmol) of (3S,5R,6S)-3-allyl-5-(3-chlorophenyl)-6-(4-chlorophenyl)-3-methyl-1-(pentan-3-yl)piperidin-2-one (Example 3, Step A) in a mixture of acetonitrile (4 mL), carbon tetrachloride (4 mL) and water (5.9 mL) added 1.40 g (6.53 mmol) of sodium periodate followed by 44 mg (0.20 mmol) of ruthenium(III) chloride hydrate. The dark brown biphasic mixture was stirred vigorously at room temperature for 21 h, and then was acidified with 1 N HCl. The mixture was diluted wit...